This data is from the Open Reaction Database (ORD), a public repository of structured organic reaction records. The task is: describe an organic reaction: reactants, conditions, products, and yield The reactants are OC(C(=O)O)C1=CC(=CC=C1)C=1C=C2C(=NC1)N(N=C2C2=C(C=CC=C2)OC)COCC[Si](C)(C)C (hydroxy-{3-[3-(2-methoxy-phenyl)-1-(2-trimethylsilanyl-ethoxymethyl)-1H-pyrazolo[3,4-b]pyridin-5-yl]-phenyl}-acetic acid), CNC (dimethylamine), C(C)(C)N(CC)C(C)C (diisopropylethylamine), O-(7-azabenzotriazol-1-yl)-N,N,N′,N,-tetramethyluronium hexafluorophosphate. Solvent: C1CCOC1 (THF). Conditions: temperature 60 celsius. Product: OC(C(=O)N(C)C)C1=CC(=CC=C1)C=1C=C2C(=NC1)N(N=C2C2=C(C=CC=C2)OC)COCC[Si](C)(C)C (2-hydroxy-2-{3-[3-(2-methoxy-phenyl)-1-(2-trimethylsilanylethoxymethyl)-1H-pyrazolo[3,4-b]pyridin-5-yl]-phenyl}-N,N-dimethyl-acetamide). RXN SMILES: [OH:1][CH:2]([C:6]1[CH:11]=[CH:10][CH:9]=[C:8]([C:12]2[CH:13]=[C:14]3[C:20]([C:21]4[CH:26]=[CH:25][CH:24]=[CH:23][C:22]=4[O:27][CH3:28])=[N:19][N:18]([CH2:29][O:30][CH2:31][CH2:32][Si:33]([CH3:36])([CH3:35])[CH3:34])[C:15]3=[N:16][CH:17]=2)[CH:7]=1)[C:3]([OH:5])=O.[CH3:37][NH:38][CH3:39].C(N(C(C)C)CC)(C)C>C1COCC1>[OH:1][CH:2]([C:6]1[CH:11]=[CH:10][CH:9]=[C:8]([C:12]2[CH:13]=[C:14]3[C:20]([C:21]4[CH:26]=[CH:25][CH:24]=[CH:23][C:22]=4[O:27][CH3:28])=[N:19][N:18]([CH2:29][O:30][CH2:31][CH2:32][Si:33]([CH3:35])([CH3:36])[CH3:34])[C:15]3=[N:16][CH:17]=2)[CH:7]=1)[C:3]([N:38]([CH3:39])[CH3:37])=[O:5]. Reported procedure: To a solution of hydroxy-{3-[3-(2-methoxy-phenyl)-1-(2-trimethylsilanyl-ethoxymethyl)-1H-pyrazolo[3,4-b]pyridin-5-yl]-phenyl}-acetic acid (100 mg, 0.19 mmol), dimethylamine (2 N solution in THF, 0.19 mL, 0.38 mmol), diisopropylethylamine (49 mg, 0.38 mmol) in THF was added O-(7-azabenzotriazol-1-yl)-N,N,N′,N,-tetramethyluronium hexafluorophosphate (110 mg, 0.29 mmol). The resulting suspension was heated to 60° C. with stirring until all was dissolved dissolved. The solvent was evaporated and the... Reaction conditions: time 8 hour. Reported procedure: To a stirred solution of rac-cis-1-(5-(4-fluorophenyl)-2-methylthiazole-4-carbonyl)-3-methylpiperidine-2-carbaldehyde and 5-fluoropyridin-2-amine in methanol/acetic acid (50:1) was added sodium cyanoborohydride at 0° C. The reaction was then stirred at rt overnight. After ˜16 h, the reaction mixture was transferred to a seperatory funnel, diluted with EtOAc, saturated NaHCO3 and the layers separated. The organic layer was washed with water, brine, dried (MgSO4), and concentrated in vacuo. The cr... The reactants are FC1=CC=C(C=C1)C1=C(N=C(S1)C)C(=O)N1[C@H]([C@H](CCC1)C)C=O (rac-cis-1-(5-(4-fluorophenyl)-2-methylthiazole-4-carbonyl)-3-methylpiperidine-2-carbaldehyde), FC=1C=CC(=NC1)N (5-fluoropyridin-2-amine), C(#N)[BH3-].[Na+] (sodium cyanoborohydride). RXN SMILES: [F:1][C:2]1[CH:7]=[CH:6][C:5]([C:8]2[S:12][C:11]([CH3:13])=[N:10][C:9]=2[C:14]([N:16]2[CH2:21][CH2:20][CH2:19][C@H:18]([CH3:22])[C@@H:17]2[CH:23]=O)=[O:15])=[CH:4][CH:3]=1.[F:25][C:26]1[CH:27]=[CH:28][C:29]([NH2:32])=[N:30][CH:31]=1.C([BH3-])#N.[Na+]>CO.C(O)(=O)C.CCOC(C)=O.C([O-])(O)=O.[Na+]>[F:25][C:26]1[CH:27]=[CH:28][C:29]([NH:32][CH2:23][C@H:17]2[C@@H:18]([CH3:22])[CH2:19][CH2:20][CH2:21][N:16]2[C:14]([C:9]2[N:10]=[C:11]([CH3:13])[S:12][C:8]=2[C:5]2[CH:6]=[CH:7][C:2]([F:1])=[CH:3][CH:4]=2)=[O:15])=[N:30][CH:31]=1 |f:2.3,4.5,7.8|. The product is FC=1C=CC(=NC1)NC[C@@H]1N(CCC[C@@H]1C)C(=O)C=1N=C(SC1C1=CC=C(C=C1)F)C (rac-cis-(2-(((5-Fluoropyridin-2-yl)amino)methyl)-3-methylpiperidin-1-yl)(5-(4-fluorophenyl)-2-methylthiazol-4-yl)methanone). The solvent is CCOC(=O)C (EtOAc), C(=O)(O)[O-].[Na+] (NaHCO3), CO.C(C)(=O)O (methanol acetic acid). The reactants are C(=O)(OC(C)(C)C)N1C[C@H]2N(CC1)C[C@@H](CC2)CN2C(OC1=C2C=CC=C1)=O (3-[(7R,9aS)-2-BOC-2,3,4,6,7,8,9,9a-octahydro-1H-pyrido[1,2-a]-pyrazin-7-ylmethyl]-3H-benzooxazol-2-one), Cl (HCl). The solvent is C(Cl)(Cl)Cl (chloroform), C(C)OCC (ethyl ether). Product: C1[C@H]2N(CCN1)C[C@@H](CC2)CN2C(OC1=C2C=CC=C1)=O (3-[(7R,9aS)-2,3,4,6,7,8,9,9a-Octahydro-1H-pyrido[1,2-a]-pyrazin-7-ylmethyl]-3H-benzoxazol-2-one). RXN SMILES: C([N:8]1[CH2:13][CH2:12][N:11]2[CH2:14][C@H:15]([CH2:18][N:19]3[C:23]4[CH:24]=[CH:25][CH:26]=[CH:27][C:22]=4[O:21][C:20]3=[O:28])[CH2:16][CH2:17][C@H:10]2[CH2:9]1)(OC(C)(C)C)=O.Cl>C(Cl)(Cl)Cl.C(OCC)C>[CH2:9]1[NH:8][CH2:13][CH2:12][N:11]2[CH2:14][C@H:15]([CH2:18][N:19]3[C:23]4[CH:24]=[CH:25][CH:26]=[CH:27][C:22]=4[O:21][C:20]3=[O:28])[CH2:16][CH2:17][C@@H:10]12. Reported procedure: A solution of 3.1 g (8.01 mmol) of 3-[(7R,9aS)-2-BOC-2,3,4,6,7,8,9,9a-octahydro-1H-pyrido[1,2-a]-pyrazin-7-ylmethyl]-3H-benzooxazol-2-one in 40 mL of chloroform was stirred with excess HCl (g) in ethyl ether for 2 h at ambient temperature. The solvent was evaporated to give 2.3 g (100%). of the title compound dihydrochloride which was used for subsequent reactions without further purification. Starting materials: CNC(C1=C(N=CC=C1)N)=O (2-aminonicotinic acid methyl amide), C(OC1=CC=CC=C1)(OC1=CC=CC=C1)=O (diphenyl carbonate). The reagents and catalysts are CN(C1=CC=NC=C1)C (4-dimethylaminopyridine). Solvent: CO (methanol). Reaction conditions: temperature 55 celsius, time 20 minute. The product is CN1C(NC2=C(C1=O)C=CC=N2)=O (3-methyl-1H-pyrido[2,3-d]pyrimidine-2,4-dione). The yield is 66.7%. Reaction SMILES: [CH3:1][NH:2][C:3](=[O:11])[C:4]1[CH:9]=[CH:8][CH:7]=[N:6][C:5]=1[NH2:10].[C:12](=O)(OC1C=CC=CC=1)[O:13]C1C=CC=CC=1>CN(C)C1C=CN=CC=1.CO>[CH3:1][N:2]1[C:3](=[O:11])[C:4]2[CH:9]=[CH:8][CH:7]=[N:6][C:5]=2[NH:10][C:12]1=[O:13]. Procedure: 10.0 g (66 mmol) of 2-aminonicotinic acid methyl amide, 21.4 g (100 mmol) diphenyl carbonate and 8.5 g (66 mmol) 4-dimethylaminopyridine were melted at 140 to 150° C. The reaction was allowed to continue for 20 minutes at that temperature. The mixture is allowed to cool down to 50 to 60° C. and 300 ml methanol was added while stirring. The mixture is allowed to cool down to room temperature. 3-methyl-1H-pyrido[2,3-d]pyrimidine-2,4-dione crystallized from the medium, was isolated by filtration an... The reactants are N1N=C(N=C1)S (1,2,4-Triazole-3-thiol), [OH-].[K+] (potassium hydroxide), CS(=O)(=O)OCC1CCCC1 (Cyclopentylmethyl methanesulfonate). The solvent is CO (methanol). The product is N1N=C(N=C1)SCC1CCCC1 (cyclopentylmethyl 1,2,4-triazol-3-yl sulfide). Isolated yield 95.8%. As a reaction SMILES: [NH:1]1[CH:5]=[N:4][C:3]([SH:6])=[N:2]1.[OH-].[K+].CS(O[CH2:14][CH:15]1[CH2:19][CH2:18][CH2:17][CH2:16]1)(=O)=O>CO>[NH:1]1[CH:5]=[N:4][C:3]([S:6][CH2:14][CH:15]2[CH2:19][CH2:18][CH2:17][CH2:16]2)=[N:2]1 |f:1.2|. Reported procedure: 1,2,4-Triazole-3-thiol (49.0 g; 0.484 mol) and 86% potassium hydroxide (32.0 g; 0.484 mol) were dissolved in methanol (500 ml) and refluxed for 1 h. The solution was then evaporated to dryness, and the residue redissolved in methanol (500 ml). Cyclopentylmethyl methanesulfonate (86.0 g; 0.484 mol) was added, the solution stirred under reflux for 8 h, and at room temperature overnight. The solution was evaporated and the residue dissolved in ether (500 ml) and water (1 1). The aqueous layer was s... Product: N1=C(NC2=C1C=CC=C2)C2=CC=C(CO)C=C2 (4-(benzimidazol-2-yl)-benzyl alcohol). Procedure details: To a solution of methyl 4-(benzimidazol-2-yl)-benzoate (0.23 g, 0.9 mmol) in THF (10 mL) at 0° C. was added a solution of DIBAL-H (5.0 mL, 1.0 M in THF, 5.0 mmol). The reaction was allowed to warm to room temperature, stirred for 1 h and quenched with a saturated potassium sodium tartrate solution (20 mL). The biphasic mixture was stirred vigorously for 1 h, the phases separated and the organic layer dried (MgSO4), filtered, concentrated and purified by column chromatography on silica gel (7% Me... Starting materials: N1=C(NC2=C1C=CC=C2)C2=CC=C(C(=O)OC)C=C2 (methyl 4-(benzimidazol-2-yl)-benzoate), CC(C)C[AlH]CC(C)C (DIBAL-H). Solvent: C1CCOC1 (THF). Yield: 86.7%. RXN SMILES: [N:1]1[C:5]2[CH:6]=[CH:7][CH:8]=[CH:9][C:4]=2[NH:3][C:2]=1[C:10]1[CH:19]=[CH:18][C:13]([C:14](OC)=[O:15])=[CH:12][CH:11]=1.CC(C[AlH]CC(C)C)C>C1COCC1>[N:1]1[C:5]2[CH:6]=[CH:7][CH:8]=[CH:9][C:4]=2[NH:3][C:2]=1[C:10]1[CH:19]=[CH:18][C:13]([CH2:14][OH:15])=[CH:12][CH:11]=1. Conditions: time 1 hour. Starting materials: FC1=CC=C(C=C1)C1=NC(=CC(=C1)O)C (2-(4-fluorophenyl)-4-hydroxy-6-methylpyridine), BrCCCCCl (1-bromo-4-chlorobutane). Reagents/catalysts: C([O-])([O-])=O.[Ag+2] (silver carbonate). Run in C1(=CC=CC=C1)C (toluene). Yields the product Cl.ClCCCCOC1=CC(=NC(=C1)C)C1=CC=C(C=C1)F (4-(4-Chlorobutoxy)-2-(4-fluorophenyl)-6-methylpyridine hydrochloride). Isolated yield 47.7%. As a reaction SMILES: [F:1][C:2]1[CH:7]=[CH:6][C:5]([C:8]2[CH:13]=[C:12]([OH:14])[CH:11]=[C:10]([CH3:15])[N:9]=2)=[CH:4][CH:3]=1.Br[CH2:17][CH2:18][CH2:19][CH2:20][Cl:21]>C(=O)([O-])[O-].[Ag+2].C1(C)C=CC=CC=1>[ClH:21].[Cl:21][CH2:20][CH2:19][CH2:18][CH2:17][O:14][C:12]1[CH:11]=[C:10]([CH3:15])[N:9]=[C:8]([C:5]2[CH:4]=[CH:3][C:2]([F:1])=[CH:7][CH:6]=2)[CH:13]=1 |f:2.3,5.6|. Reported procedure: A mixture of 2.5 g of 2-(4-fluorophenyl)-4-hydroxy-6-methylpyridine, 3.16 g of 1-bromo-4-chlorobutane, 1.7 g of silver carbonate, and 100 ml of toluene was refluxed for 40 hours. This reaction mixture was filtered to remove insolubles and the filtrate was concentrated. The residue was purified with silica gel column chromatography to provide 1.45 g of the title compound as white crystals. Reactants: [Si](C1=CC=CC=C1)(C1=CC=CC=C1)(C(C)(C)C)OCCN1N=CC(=C1)C1=CC(=C(C=C1)NC=O)OC (N-(4-(1-(2-(tert-butyldiphenylsilyloxy)ethyl)-1H-pyrazol-4-yl)-2-methoxyphenyl)formamide), CS(=O)(=O)C=1N=CC2=C(N1)C(=NC=C2)NC2CCOCC2 (2-(methylsulfonyl)-N-(tetrahydro-2H-pyran-4-yl)pyrido[3,4-d]pyrimidin-8-amine). Product: COC=1C=C(C=CC1NC=1N=CC2=C(N1)C(=NC=C2)NC2CCOCC2)C=2C=NN(C2)CCO (2-(4-(3-methoxy-4-((8-((tetrahydro-2H-pyran-4-yl)amino)pyrido[3,4-d]pyrimidin-2-yl)amino)phenyl)-1H-pyrazol-1-yl)ethanol). RXN SMILES: [Si]([O:18][CH2:19][CH2:20][N:21]1[CH:25]=[C:24]([C:26]2[CH:31]=[CH:30][C:29]([NH:32][CH:33]=O)=[C:28]([O:35][CH3:36])[CH:27]=2)[CH:23]=[N:22]1)(C(C)(C)C)(C1C=CC=CC=1)C1C=CC=CC=1.CS(C1[N:42]=[CH:43][C:44]2[CH:50]=[CH:49][N:48]=[C:47]([NH:51][CH:52]3[CH2:57][CH2:56][O:55][CH2:54][CH2:53]3)[C:45]=2[N:46]=1)(=O)=O>>[CH3:36][O:35][C:28]1[CH:27]=[C:26]([C:24]2[CH:23]=[N:22][N:21]([CH2:20][CH2:19][OH:18])[CH:25]=2)[CH:31]=[CH:30][C:29]=1[NH:32][C:33]1[N:42]=[CH:43][C:44]2[CH:50]=[CH:49][N:48]=[C:47]([NH:51][CH:52]3[CH2:53][CH2:54][O:55][CH2:56][CH2:57]3)[C:45]=2[N:46]=1. Reported procedure: The title compound was prepared according to Example 43 using N-(4-(1-(2-(tert-butyldiphenylsilyloxy)ethyl)-1H-pyrazol-4-yl)-2-methoxyphenyl)formamide (Preparation 67) and 2-(methylsulfonyl)-N-(tetrahydro-2H-pyran-4-yl)pyrido[3,4-d]pyrimidin-8-amine (Preparation 45). The intermediate silyl ether was purified using silica gel column chromatography eluting with 0 to 55% EtOAc in cyclohexane and the title compound was purified using silica gel column chromatography eluting with 0 to 5% MeOH in EtOA...